The task is: describe an organic reaction: reactants, conditions, products, and yield. This data is from the Open Reaction Database (ORD), a public repository of structured organic reaction records. Starting materials: C(C)(=O)OC(C)=O (Acetic anhydride), OC(C1CCC=2N(C3=CC=CC=C3C2C)C1=O)C=1C(=NC=CC1)C (8,9-dihydro-7-[(hydroxy)(2-methylpyridin-3-yl)methyl]-10-methylpyrido[1,2-a]indol-6(7H)-one). Solvent: N1=CC=CC=C1 (pyridine). Reaction conditions: temperature 60 celsius, time 2 hour. Yields the product CC1=C2N(C3=CC=CC=C13)C(C(CC2)=CC=2C(=NC=CC2)C)=O (8,9-dihydro-10-methyl-7-[(2-methylpyridin-3-yl)methylene]pyrido[1,2-a]indol-6(7H)-one). RXN SMILES: C(OC(=O)C)(=O)C.O[CH:9]([C:25]1[C:26]([CH3:31])=[N:27][CH:28]=[CH:29][CH:30]=1)[CH:10]1[C:23](=[O:24])[N:14]2[C:15]3[C:20]([C:21]([CH3:22])=[C:13]2[CH2:12][CH2:11]1)=[CH:19][CH:18]=[CH:17][CH:16]=3>N1C=CC=CC=1>[CH3:22][C:21]1[C:20]2[C:15](=[CH:16][CH:17]=[CH:18][CH:19]=2)[N:14]2[C:23](=[O:24])[C:10](=[CH:9][C:25]3[C:26]([CH3:31])=[N:27][CH:28]=[CH:29][CH:30]=3)[CH2:11][CH2:12][C:13]=12. Reported procedure: Acetic anhydride (2.24 g) was added to a solution of 8,9-dihydro-7-[(hydroxy)(2-methylpyridin-3-yl)methyl]-10-methylpyrido[1,2-a]indol-6(7H)-one (1.35 g, a mixture of the isomers A and B) in pyridine (20 ml). After being stirred at 60° C. for 2 hours, the solution was evaporated in vacuo. The residue was diluted with chloroform, washed with brine, dried over anhydrous magnesium sulfate, and evaporated in vacuo. The residue and 1,8-diazabicyclo[5.4.0]undec-7-ene (1.27 g) were dissolved in toluene... Starting materials: BrC1=CC=C(C=C1)CC(=O)OC (Methyl 2-(4-bromophenyl)acetate), C[Si](C)(C)[N-][Si](C)(C)C.[Na+] (NaHMDS), IC (iodomethane). Run in C1CCOC1 (THF), C1CCOC1 (THF). Reaction conditions: time 1 hour. Yields the product BrC1=CC=C(C=C1)C(C(=O)OC)C (Methyl 2-(4-bromophenyl)propanoate). Reaction SMILES: [Br:1][C:2]1[CH:7]=[CH:6][C:5]([CH2:8][C:9]([O:11][CH3:12])=[O:10])=[CH:4][CH:3]=1.[CH3:13][Si]([N-][Si](C)(C)C)(C)C.[Na+].IC>C1COCC1>[Br:1][C:2]1[CH:3]=[CH:4][C:5]([CH:8]([CH3:13])[C:9]([O:11][CH3:12])=[O:10])=[CH:6][CH:7]=1 |f:1.2|. Procedure: To a stirred solution of compound 68a (7.5 g, 0.032 mol) in THF (100 mL), 1 M THF solution of NaHMDS (36 mL, 0.036 mol) was added dropwise at 0 C. The resulting solution was allowed to warm to room temperature and stirred for 1 h before cooling back down to 0° C. The cooled reaction mixture was treated dropwise with iodomethane (5.1 g, 0.035 mol). The ice-water bath was removed and stirring was continued for an additional hour at room temperature. The reaction was then quenched by the addition o... Reactants: C1(=CC=CC=C1)C1=NC(=NO1)N (5-phenyl-[1,2,4]oxadiazol-3-ylamine), ClC1=C(N)C=CC=C1 (2-chloroaniline). Product: ClC1=C(C=CC=C1)N1N=C(N=C1)N (1-(2-Chloro-phenyl)-1H-[1,2,4]triazol-3-ylamine), solid. Yield: 61.0%. As a reaction SMILES: C1([C:7]2O[N:10]=[C:9]([NH2:12])[N:8]=2)C=CC=CC=1.[Cl:13][C:14]1[CH:20]=[CH:19][CH:18]=[CH:17][C:15]=1[NH2:16]>>[Cl:13][C:14]1[CH:20]=[CH:19][CH:18]=[CH:17][C:15]=1[N:16]1[CH:7]=[N:8][C:9]([NH2:12])=[N:10]1. Procedure details: Prepared in analogy to example 18a), starting with 5-phenyl-[1,2,4]oxadiazol-3-ylamine and 2-chloroaniline. The title compound was obtained as brownish solid (Yield=61%). MS ISP (m/e): 195.1 (100) [(M+H)+]. Reactants: IC1=CC=C(C=C1)I (1,4-diiodobenzene), C(C#C)(=O)OCC (ethyl propiolate). The reagents and catalysts are Cl[Pd]([P](C1=CC=CC=C1)(C2=CC=CC=C2)C3=CC=CC=C3)([P](C4=CC=CC=C4)(C5=CC=CC=C5)C6=CC=CC=C6)Cl (Pd(PPh3)2Cl2), [Cu]I (CuI). Solvent: CCOC(=O)C (EtOAc), C(C)N(CC)CC (triethylamine). Reaction conditions: temperature 80 celsius, time 16 hour. Yields the product IC1=CC=C(C=C1)C#CC(=O)OCC (Ethyl 3-(4-iodophenyl)propiolate). Isolated yield 39.6%. RXN SMILES: I[C:2]1[CH:7]=[CH:6][C:5]([I:8])=[CH:4][CH:3]=1.[C:9]([O:13][CH2:14][CH3:15])(=[O:12])[C:10]#[CH:11]>C(N(CC)CC)C.CCOC(C)=O.Cl[Pd](Cl)([P](C1C=CC=CC=1)(C1C=CC=CC=1)C1C=CC=CC=1)[P](C1C=CC=CC=1)(C1C=CC=CC=1)C1C=CC=CC=1.[Cu]I>[I:8][C:5]1[CH:6]=[CH:7][C:2]([C:11]#[C:10][C:9]([O:13][CH2:14][CH3:15])=[O:12])=[CH:3][CH:4]=1 |^1:31,50|. Reported procedure: To a mixture of 1,4-diiodobenzene (1.0 g, 3.03 mmol), Pd(PPh3)2Cl2 (580 mg, 0.606 mmol) and CuI (115 mg, 0.606 mmol) in triethylamine (20 mL), ethyl propiolate (590 mg, 6.06 mmol) was added under N2. The resulting mixture was stirred at 80° C. for 16 h under N2. The reaction mixture was diluted with EtOAc (50 mL) and filtered. The filtrate was washed with water (3×10 mL), dried over Na2SO4 and concentrated in vacuo. The residue was purified on a silica gel column using 0-10% EtOAc in petroleum e... Reactants: C1CCOC1, [Na+], CCCn1c(=O)c2[nH]c(C34CCC(CCc5nnnn5CCC#N)(CC3)CC4)nc2n(CCC)c1=O, [OH-]. The product is CCCn1c(=O)c2[nH]c(C34CCC(CCc5nnn[nH]5)(CC3)CC4)nc2n(CCC)c1=O. Reaction SMILES: [CH2:39]1[O:40][CH2:41][CH2:42][CH2:43]1.[Na+:38].[O:1]=[c:2]1[n:3]([CH2:34][CH2:35][CH3:36])[c:4](=[O:33])[c:5]2[nH:6][c:7]([C:14]34[CH2:15][CH2:16][C:17]([CH2:22][CH2:23][c:24]5[n:25][n:26][n:27][n:28]5[CH2:29][CH2:30][C:31]#[N:32])([CH2:18][CH2:19]3)[CH2:20][CH2:21]4)[n:8][c:9]2[n:10]1[CH2:11][CH2:12][CH3:13].[OH-:37]>>[O:1]=[c:2]1[n:3]([CH2:34][CH2:35][CH3:36])[c:4](=[O:33])[c:5]2[nH:6][c:7]([C:14]34[CH2:15][CH2:16][C:17]([CH2:22][CH2:23][c:24]5[n:25][n:26][n:27][nH:28]5)([CH2:18][CH2:19]3)[CH2:20][CH2:21]4)[n:8][c:9]2[n:10]1[CH2:11][CH2:12][CH3:13].